From a dataset of the Open Reaction Database (ORD), a public repository of structured organic reaction records. describe an organic reaction: reactants, conditions, products, and yield The reactants are Cl (hydrochloric acid), [BH4-].[Na+] (sodium borohydride), CO (methanol), O=C1N(C2=CC=CC=C2C=C1)C1=NC=CC(=C1)C1=C(C(=CC2=CC(=C(C=C12)OC)OC)C(=O)OC)C(=O)OC (1-[2-(2-oxo-1,2-dihydroquinolin-1-yl)-4-pyridyl]-2,3-bis(methoxycarbonyl)-6,7-dimethoxynaphthalene), CO (methanol), [BH4-].[Na+] (sodium borohydride). Solvent: C(Cl)Cl (methylene chloride), O1CCCC1 (tetrahydrofuran). Product: O=C1N(C2=CC=CC=C2C=C1)C1=NC=CC(=C1)C1=C(C(=CC2=CC(=C(C=C12)OC)OC)CO)CO (1-[2-(2-oxo-1,2-dihydroquinolin-1-yl)-4-pyridyl]-2,3-bis(hydroxymethyl)-6,7-dimethoxynaphthalene). The yield is 50.4%. As a reaction SMILES: [O:1]=[C:2]1[CH:11]=[CH:10][C:9]2[C:4](=[CH:5][CH:6]=[CH:7][CH:8]=2)[N:3]1[C:12]1[CH:17]=[C:16]([C:18]2[C:27]3[C:22](=[CH:23][C:24]([O:30][CH3:31])=[C:25]([O:28][CH3:29])[CH:26]=3)[CH:21]=[C:20]([C:32](OC)=[O:33])[C:19]=2[C:36](OC)=[O:37])[CH:15]=[CH:14][N:13]=1.[BH4-].[Na+].CO.Cl>O1CCCC1.C(Cl)Cl>[O:1]=[C:2]1[CH:11]=[CH:10][C:9]2[C:4](=[CH:5][CH:6]=[CH:7][CH:8]=2)[N:3]1[C:12]1[CH:17]=[C:16]([C:18]2[C:27]3[C:22](=[CH:23][C:24]([O:30][CH3:31])=[C:25]([O:28][CH3:29])[CH:26]=3)[CH:21]=[C:20]([CH2:32][OH:33])[C:19]=2[CH2:36][OH:37])[CH:15]=[CH:14][N:13]=1 |f:1.2|. Reported procedure: To a suspension of 1-[2-(2-oxo-1,2-dihydroquinolin-1-yl)-4-pyridyl]-2,3-bis(methoxycarbonyl)-6,7-dimethoxynaphthalene (200 mg) in tetrahydrofuran is added sodium borohydride (36 mg), and the mixture is refluxed. To the mixture is added methanol (0.3 ml) under reflux over a period of one hour. The mixture is cooled to room temperature, and thereto is added sodium borohydride (36 mg). To the mixture is added methanol (0.3 ml) under reflux over a period of one hour. After the reaction is complete, ... Starting materials: ClC=1C=CC(=NC1)OC1CCN(CC1)S(=O)(=O)CC1(C(NC(N1)=O)=O)CN1C(N(C(C1=O)(C)C)C)=O (5-[({4-[(5-chloropyridin-2-yl)oxy]piperidin-1-yl}sulfonyl)methyl]-5-[(3,4,4-trimethyl-2,5-dioxoimidazolidin-1-yl)methyl]imidazolidine-2,4-dione), Cl.ClC=1C=CC(=NC1)OC1CCNCC1 (5-Chloro-2-(piperidine-4-yloxy)-pyridine hydrochloride), O=C1NC(C(N1)(CCOCC1=CC=CC=C1)CS(=O)(=O)Cl)=O ((2,5-dioxo-4-{2-[(phenylmethyl)oxy]ethyl}imidazolidin-4-yl)methanesulfonyl chloride). RXN SMILES: [Cl:1][C:2]1[CH:3]=[CH:4][C:5]([O:8][CH:9]2[CH2:14][CH2:13][N:12]([S:15](CC3(CN4C(=O)C(C)(C)N(C)C4=O)NC(=O)NC3=O)(=[O:17])=[O:16])[CH2:11][CH2:10]2)=[N:6][CH:7]=1.Cl.ClC1C=CC(OC2CCNCC2)=NC=1.[O:52]=[C:53]1[NH:57][C:56]([CH2:68]S(Cl)(=O)=O)([CH2:58][CH2:59][O:60][CH2:61][C:62]2[CH:67]=[CH:66][CH:65]=[CH:64][CH:63]=2)[C:55](=[O:73])[NH:54]1>>[Cl:1][C:2]1[CH:3]=[CH:4][C:5]([O:8][CH:9]2[CH2:14][CH2:13][N:12]([S:15]([CH2:68][C:56]3([CH2:58][CH2:59][O:60][CH2:61][C:62]4[CH:67]=[CH:66][CH:65]=[CH:64][CH:63]=4)[NH:57][C:53](=[O:52])[NH:54][C:55]3=[O:73])(=[O:17])=[O:16])[CH2:11][CH2:10]2)=[N:6][CH:7]=1 |f:1.2|. Procedure: The title compound was prepared as described in the synthesis of 5-[({4-[(5-chloropyridin-2-yl)oxy]piperidin-1-yl}sulfonyl)methyl]-5-[(3,4,4-trimethyl-2,5-dioxoimidazolidin-1-yl)methyl]imidazolidine-2,4-dione starting from 5-Chloro-2-(piperidine-4-yloxy)-pyridine hydrochloride and (2,5-dioxo-4-{2-[(phenylmethyl)oxy]ethyl}imidazolidin-4-yl)methanesulfonyl chloride. Product: ClC=1C=CC(=NC1)OC1CCN(CC1)S(=O)(=O)CC1(C(NC(N1)=O)=O)CCOCC1=CC=CC=C1 (5-[({4-[(5-chloropyridin-2-yl)oxy]piperidin-1-yl}sulfonyl)methyl]-5-{2-[(phenylmethyl)oxy]ethyl}imidazolidine-2,4-dione). Starting materials: [H-].[Na+] (sodium hydride), [OH-].[Na+] (sodium hydroxide), CC=1C(=CNC1)C(=O)OC (methyl 4-methyl-1H-pyrrole-3-carboxylate), ICC (iodoethane). Solvent: C(C)O (ethanol), CN(C=O)C (N,N-dimethylformamide). The product is C(C)N1C=C(C(=C1)C)C(=O)O (1-ethyl-4-methyl-1H-pyrrole-3-carboxylic acid). Isolated yield 73.1%. RXN SMILES: [H-].[Na+].[CH3:3][C:4]1[C:5]([C:9]([O:11]C)=[O:10])=[CH:6][NH:7][CH:8]=1.I[CH2:14][CH3:15].[OH-].[Na+]>C(O)C.CN(C)C=O>[CH2:14]([N:7]1[CH:8]=[C:4]([CH3:3])[C:5]([C:9]([OH:11])=[O:10])=[CH:6]1)[CH3:15] |f:0.1,4.5|. Procedure: In the same manner as in Reference Example 37 and using 60% sodium hydride (340 mg, 8.62 mmol), N,N-dimethylformamide (25 mL), methyl 4-methyl-1H-pyrrole-3-carboxylate (1.00 g, 7.19 mmol), iodoethane (860 μL, 10.8 mmol), ethanol (6 mL) and 8N aqueous sodium hydroxide solution (1.8 mL) as starting materials, the title compound (805 mg, 73%) was obtained as a white solid. The reactants are solution, C1(=CC=CC=C1)C=1NC=CN1 (2-phenylimidazole), C1=C(C=CC2=CC=CC=C12)O (2-naphthol), C=O (formaline). Run in C(C)(C)O (isopropanol). Reaction conditions: time 6 hour. Yields the product C1(=CC=CC=C1)C=1NC=C(N1)CC1=C(C=CC2=CC=CC=C12)O (1-(2-phenylimidazolylmethyl)-2-naphthol). The yield is 89.9%. As a reaction SMILES: [C:1]1([C:7]2[NH:8][CH:9]=[CH:10][N:11]=2)[CH:6]=[CH:5][CH:4]=[CH:3][CH:2]=1.[CH:12]1[C:21]2[C:16](=[CH:17][CH:18]=[CH:19][CH:20]=2)[CH:15]=[CH:14][C:13]=1[OH:22].[CH2:23]=O>C(O)(C)C>[C:1]1([C:7]2[NH:11][CH:10]=[C:9]([CH2:23][C:12]3[C:21]4[C:16](=[CH:17][CH:18]=[CH:19][CH:20]=4)[CH:15]=[CH:14][C:13]=3[OH:22])[N:8]=2)[CH:2]=[CH:3][CH:4]=[CH:5][CH:6]=1. Procedure details: To a 30% solution of 2-phenylimidazole (144 g, 1 mole) and 2-naphthol (144 g, 1 mole) in isopropanol, formaline (37% aqueous solution, 1 mole of CH2O) is added over a period of 30 minutes at room temperature, followed by six hours of refluxing at 82°-84° C. The product (270 g of a white powder) is obtained in a yield of 90%. Starting materials: O (water), C(=O)O (formic acid), C(C)(=O)OC(C)=O (acetic anhydride), NC=1NC=C(C1C(=O)N)C1=CC=C(C=C1)[N+](=O)[O-] (2-amino-4-(4-nitrophenyl)-1H-pyrrole-3-carboxamide). The solvent is C(C)O (ethanol). Run at time 2 hour. The product is C(=O)NC=1NC=C(C1C(=O)N)C1=CC=C(C=C1)[N+](=O)[O-] (2-formylamino-4-(4-nitrophenyl)-1H-pyrrole-3-carboxamide). The yield is 77.5%. RXN SMILES: [CH:1](O)=[O:2].C(OC(=O)C)(=O)C.[NH2:11][C:12]1[NH:13][CH:14]=[C:15]([C:20]2[CH:25]=[CH:24][C:23]([N+:26]([O-:28])=[O:27])=[CH:22][CH:21]=2)[C:16]=1[C:17]([NH2:19])=[O:18].O>C(O)C>[CH:1]([NH:11][C:12]1[NH:13][CH:14]=[C:15]([C:20]2[CH:21]=[CH:22][C:23]([N+:26]([O-:28])=[O:27])=[CH:24][CH:25]=2)[C:16]=1[C:17]([NH2:19])=[O:18])=[O:2]. Procedure: A solution of 2 cm3 (52.9 mmol) of formic acid in 5 cm3 (52.9 mmol) of acetic anhydride is added, at a temperature close to 25° C., to a solution of 0.3 g (1.21 mmol) of 2-amino-4-(4-nitrophenyl)-1H-pyrrole-3-carboxamide in 5 cm3 of absolute ethanol. After stirring for 2 hours at this temperature, the reaction medium is poured into 100 cm3 of water. The suspension is then filtered. The solid is drained, dried to give 0.257 g of 2-formylamino-4-(4-nitrophenyl)-1H-pyrrole-3-carboxamide in the form... The reactants are [NH2-].[Li+] (lithium amide), CC1=CC(=CC=2SC(=C(C21)OC(C)C)C(=O)O)OC (methyl 6-methoxy-3-(-methylethoxy)benzo[b]thiophene-2-carboxylic acid), [Li] (lithium), ferric nitrate, N (ammonia), N (ammonia). The solvent is O1CCCC1 (tetrahydrofuran), O1CCCC1 (tetrahydrofuran), liquid. Product: COC=1C=CC2=C(SC(=C2OC(C)C)C(=O)N)C1 (6-Methoxy-3-(1-methylethoxy)benzo[b]thiophene-2-carboxamide). Isolated yield 66.0%. As a reaction SMILES: [Li].[NH3:2].[NH2-].[Li+].C[C:6]1[C:14]2[C:13]([O:15][CH:16]([CH3:18])[CH3:17])=[C:12]([C:19](O)=[O:20])[S:11][C:10]=2[CH:9]=[C:8]([O:22][CH3:23])[CH:7]=1>O1CCCC1>[CH3:23][O:22][C:8]1[CH:7]=[CH:6][C:14]2[C:13]([O:15][CH:16]([CH3:18])[CH3:17])=[C:12]([C:19]([NH2:2])=[O:20])[S:11][C:10]=2[CH:9]=1 |f:2.3,^1:0|. Procedure details: Excess lithium (74 mg, 10 mM) is added portionwise to a -78° C. solution of a catalytic amount of ferric nitrate in 10 mL of liquid ammonia. The dry ice/acetone bath is removed to allow the reaction to warm to reflux. When the gray color of lithium amide remains for 10 minutes, 2 mL of freshly distilled tetrahydrofuran is added slowly followed by a solution of methyl 6-methoxy-3-(-methylethoxy)benzo[b]thiophene-2-carboxylic acid (200 mg, 0.71 mM) in 2 mL of tetrahydrofuran. The ammonia is allowe... Starting materials: C1(=CC=CC=C1)C(=[N+]=[N-])C1=CC=CC=C1 (Diphenyldiazomethane), solution, CCCC[N+](CCCC)(CCCC)CCCC.[F-] (TBAF), COC(=O)C=1C(=C2C=CC=NC2=C(C1C(=O)OC)O[Si](C(C)C)(C(C)C)C(C)C)OC (5-methoxy-8-triisopropylsilanyloxy-quinoline-6,7-dicarboxylic acid dimethyl ester). Solvent: C1CCOC1 (THF), C1CCOC1 (THF). Run at time 1 hour. Product: COC(=O)C=1C(=C2C=CC=NC2=C(C1C(=O)OC)OC(C1=CC=CC=C1)C1=CC=CC=C1)OC (8-benzhydryloxy-5-methoxy-quinoline-6,7-dicarboxylic acid dimethyl ester). The yield is 92.0%. Reaction SMILES: CCCC[N+](CCCC)(CCCC)CCCC.[F-].[CH3:19][O:20][C:21]([C:23]1[C:24]([O:48][CH3:49])=[C:25]2[C:30](=[C:31]([O:37][Si](C(C)C)(C(C)C)C(C)C)[C:32]=1[C:33]([O:35][CH3:36])=[O:34])[N:29]=[CH:28][CH:27]=[CH:26]2)=[O:22].[C:50]1([C:56]([C:59]2[CH:64]=[CH:63][CH:62]=[CH:61][CH:60]=2)=[N+]=[N-])[CH:55]=[CH:54][CH:53]=[CH:52][CH:51]=1>C1COCC1>[CH3:19][O:20][C:21]([C:23]1[C:24]([O:48][CH3:49])=[C:25]2[C:30](=[C:31]([O:37][CH:56]([C:50]3[CH:55]=[CH:54][CH:53]=[CH:52][CH:51]=3)[C:59]3[CH:64]=[CH:63][CH:62]=[CH:61][CH:60]=3)[C:32]=1[C:33]([O:35][CH3:36])=[O:34])[N:29]=[CH:28][CH:27]=[CH:26]2)=[O:22] |f:0.1|. Reported procedure: A 1M solution of TBAF in THF (4 ml) was added to 5-methoxy-8-triisopropylsilanyloxy-quinoline-6,7-dicarboxylic acid dimethyl ester (0.85 g, 1.9 mmol) in 20 ml dry THF. The reaction was stirred at rt for 1 h, at which time the reaction mixture was concentrated and the residue dissolved in 100 mL diethyl ether and washed with 25 mL 1N HCl, followed by 25 mL of saturated aq. NaCl. The organic layer was concentrated and the residue was dissolved in 40 mL dichloroethane. Diphenyldiazomethane (0.7 g, ... The reactants are C=CCC1(C)CC(c2cccc(Cl)c2)C(c2ccc(Cl)cc2)N(C(CC)CSC[Si](C)(C)C)C1=O, CCCC[N+](CCCC)(CCCC)CCCC, [F-], C1CCOC1. Product: C=CCC1(C)CC(c2cccc(Cl)c2)C(c2ccc(Cl)cc2)N(C(CC)CSC)C1=O. RXN SMILES: [CH2:1]([CH:2]=[CH2:3])[C:4]1([CH3:35])[C:5](=[O:34])[N:6]([CH:24]([CH2:25][S:26][CH2:27][Si:28]([CH3:29])([CH3:30])[CH3:31])[CH2:32][CH3:33])[CH:7]([c:17]2[cH:18][cH:19][c:20]([Cl:23])[cH:21][cH:22]2)[CH:8]([c:10]2[cH:11][c:12]([Cl:16])[cH:13][cH:14][cH:15]2)[CH2:9]1.[CH3:42][CH2:43][CH2:44][CH2:45][N+:46]([CH2:47][CH2:48][CH2:49][CH3:50])([CH2:51][CH2:52][CH2:53][CH3:54])[CH2:55][CH2:56][CH2:57][CH3:58].[F-:41].[O:36]1[CH2:37][CH2:38][CH2:39][CH2:40]1>>[CH2:1]([CH:2]=[CH2:3])[C:4]1([CH3:35])[C:5](=[O:34])[N:6]([CH:24]([CH2:25][S:26][CH3:27])[CH2:32][CH3:33])[CH:7]([c:17]2[cH:18][cH:19][c:20]([Cl:23])[cH:21][cH:22]2)[CH:8]([c:10]2[cH:11][c:12]([Cl:16])[cH:13][cH:14][cH:15]2)[CH2:9]1. Isolated yield 86.9%. Reaction SMILES: [O-]P([O-])([O-])=O.[K+].[K+].[K+].I[C:10]1[CH:11]=[C:12]([CH3:16])[CH:13]=[CH:14][CH:15]=1.[C:17]1([CH2:23][CH2:24][NH2:25])[CH2:22][CH2:21][CH2:20][CH2:19][CH:18]=1.C(O)CO.N>O.[Cu]I.C(O)(C)C>[CH3:16][C:12]1[CH:11]=[C:10]([NH:25][CH2:24][CH2:23][C:17]2[CH2:22][CH2:21][CH2:20][CH2:19][CH:18]=2)[CH:15]=[CH:14][CH:13]=1 |f:0.1.2.3|. Product: CC=1C=C(C=CC1)NCCC1=CCCCC1 (N-(3-Methylphenyl)-2-(1-cyclohexenyl)ethylamine). Reported procedure: An oven-dried resealable 15 mL Schlenk tube was charged with CuI (9.6 mg, 0.0504 mmol, 5.0 mol %), K3PO4 (440 mg, 2.07 mmol), evacuated and backfilled with argon. 3-Iodotoluene (130 μL, 1.01 mmol), 2-(1-cyclohexenyl)ethylamine (170 μL, 1.22 mmol), ethylene glycol (115 μL, 1.97 mmol), and isopropyl alcohol (1.0 mL) were added under argon. The Schlenk tube was sealed with a Teflon valve and the reaction mixture was stirred magnetically at 80° C. for 22 h. The resulting thick, green-brown suspensio... Reactants: N (ammonia), IC=1C=C(C=CC1)C (3-Iodotoluene), C1(=CCCCC1)CCN (2-(1-cyclohexenyl)ethylamine), C(CO)O (ethylene glycol), [O-]P(=O)([O-])[O-].[K+].[K+].[K+] (K3PO4). Reaction conditions: temperature 80 celsius, time 22 hour. Run in O (water), C(C)(C)O (isopropyl alcohol). The reagents and catalysts are [Cu]I (CuI).